From a dataset of the Open Reaction Database (ORD), a public repository of structured organic reaction records. describe an organic reaction: reactants, conditions, products, and yield Starting materials: CC(C)(C)OC(=O)NC1CCC(N)CC1, CCOC(=S)Nc1cc(Nc2ncc3c(n2)N(C(C)C)CC(=O)N3C)cc(S(C)(=O)=O)c1, CN(C)C=O, O. Yields the product CC(C)N1CC(=O)N(C)c2cnc(Nc3cc(NC(=O)NC4CCC(NC(=O)OC(C)(C)C)CC4)cc(S(C)(=O)=O)c3)nc21. RXN SMILES: [C:33]([CH3:34])([CH3:35])([CH3:36])[O:37][C:38]([NH:39][CH:40]1[CH2:41][CH2:42][CH:43]([NH2:46])[CH2:44][CH2:45]1)=[O:47].[CH2:1]([O:3][C:4](=[S:2])[NH:5][c:6]1[cH:7][c:8]([NH:16][c:17]2[n:18][c:19]3[c:24]([cH:25][n:26]2)[N:23]([CH3:27])[C:22](=[O:28])[CH2:21][N:20]3[CH:29]([CH3:30])[CH3:31])[cH:9][c:10]([S:12](=[O:13])(=[O:14])[CH3:15])[cH:11]1)[CH3:32].[O:48]=[CH:49][N:50]([CH3:51])[CH3:52].[OH2:53]>>[O:3]=[C:4]([NH:5][c:6]1[cH:7][c:8]([NH:16][c:17]2[n:18][c:19]3[c:24]([cH:25][n:26]2)[N:23]([CH3:27])[C:22](=[O:28])[CH2:21][N:20]3[CH:29]([CH3:30])[CH3:31])[cH:9][c:10]([S:12](=[O:13])(=[O:14])[CH3:15])[cH:11]1)[NH:46][CH:43]1[CH2:42][CH2:41][CH:40]([NH:39][C:38]([O:37][C:33]([CH3:34])([CH3:35])[CH3:36])=[O:47])[CH2:45][CH2:44]1.